Dataset: the Open Reaction Database (ORD), a public repository of structured organic reaction records. Task: describe an organic reaction: reactants, conditions, products, and yield Conditions: time 40 minute. Product: CC=1NC(=C(N1)Cl)CO (2-methyl-4-chloro-5-(hydroxymethyl) imidazole). Reactants: ClN1C(CCC1=O)=O (N-chlorosuccinimide), CC=1NC(=C(N1)CO)CO (2-methyl-4,5-bis(hydroxymethyl) imidazole), C([O-])([O-])=O.[Na+].[Na+] (sodium carbonate). The solvent is O (water). As a reaction SMILES: [Cl:1]N1C(=O)CCC1=O.[CH3:9][C:10]1[NH:11][C:12]([CH2:17][OH:18])=[C:13](CO)[N:14]=1.C(=O)([O-])[O-].[Na+].[Na+]>O>[CH3:9][C:10]1[NH:11][C:12]([CH2:17][OH:18])=[C:13]([Cl:1])[N:14]=1 |f:2.3.4|. Procedure: 3.86 Grams (28.9 mmol) of the N-chlorosuccinimide was added little by little to a solution consisting of 3.87 g (27.2 mmol) of a 2-methyl-4,5-bis(hydroxymethyl) imidazole and 50 ml of water maintained at room temperature with stirring over a period of about 40 minutes. The mixture was then stirred at the same temperature for 20 hours followed by the addition of sodium carbonate thereto to make the mixture alkaline. Water was then distilled off under reduced pressure. The resulting reaction mixtu... Yield: 78.0%. Solvent: C(Cl)Cl (CH2Cl2). Reported procedure: To a solution of (4 S, 5 R)1,5-dimethyl-4-phenyl-2-imidazolidinone (45.0 g, 237 mmole) and (i-Pr)2NEt (62 mL, 355 mmole) in CH2Cl2 (1200 mL) was added CuCl (50 mg, 0.51 mmole) then acryloyl chloride (29 mL, 355 mmole), and the mixture was heated to reflux. After 2 hr the mixture was cooled to RT, washed with H2O (3×400 mL), dried over MgSO4, and concentrated. The resulting solid was triturated with Et2O (300 mL) and collected by filtration to give the title compound (45.15 g, 78%): 1H NMR (300 M... Starting materials: CN1C(NC(C1C)C1=CC=CC=C1)=O (1,5-dimethyl-4-phenyl-2-imidazolidinone), CCN(C(C)C)C(C)C ((i-Pr)2NEt), C(C=C)(=O)Cl (acryloyl chloride). Yields the product C(C=C)(=O)N1C(N(C(C1C1=CC=CC=C1)C)C)=O (1-acryloyl-3,4-dimethyl-5-phenylimidazolidin-2-one). Reagents/catalysts: Cl[Cu] (CuCl). Reaction SMILES: [CH3:1][N:2]1[CH:6]([CH3:7])[CH:5]([C:8]2[CH:13]=[CH:12][CH:11]=[CH:10][CH:9]=2)[NH:4][C:3]1=[O:14].CCN(C(C)C)C(C)C.[C:24](Cl)(=[O:27])[CH:25]=[CH2:26]>C(Cl)Cl.Cl[Cu]>[C:24]([N:4]1[CH:5]([C:8]2[CH:9]=[CH:10][CH:11]=[CH:12][CH:13]=2)[CH:6]([CH3:7])[N:2]([CH3:1])[C:3]1=[O:14])(=[O:27])[CH:25]=[CH2:26].